Task: describe an organic reaction: reactants, conditions, products, and yield. Dataset: the Open Reaction Database (ORD), a public repository of structured organic reaction records The reactants are ClC=1C(=C(C(=O)N(C)OC)C=CC1)F (3-chloro-2-fluoro-N-methoxy-N-methylbenzamide), COC1=CC=C(C=C1)[Mg]Br (4-methoxyphenylmagnesium bromide). Product: ClC=1C(=C(C=CC1)C(=O)C1=CC=C(C=C1)OC)F ((3-chloro-2-fluorophenyl)-(4-methoxyphenyl)-methanone). Reaction SMILES: [Cl:1][C:2]1[C:3]([F:14])=[C:4]([CH:11]=[CH:12][CH:13]=1)[C:5](N(OC)C)=[O:6].[CH3:15][O:16][C:17]1[CH:22]=[CH:21][C:20]([Mg]Br)=[CH:19][CH:18]=1>>[Cl:1][C:2]1[C:3]([F:14])=[C:4]([C:5]([C:20]2[CH:21]=[CH:22][C:17]([O:16][CH3:15])=[CH:18][CH:19]=2)=[O:6])[CH:11]=[CH:12][CH:13]=1. Procedure details: Prepared according to Method A step B from 3-chloro-2-fluoro-N-methoxy-N-methylbenzamide (2.5 g, 11.5 mmol) and 4-methoxyphenylmagnesium bromide (25 mL, 0.5 M in THF) to give 0.3 g of the title compound as a white solid.